Dataset: the Open Reaction Database (ORD), a public repository of structured organic reaction records. Task: describe an organic reaction: reactants, conditions, products, and yield The reactants are O (water), C(=S)(Cl)Cl (thiophosgene), NC=1C(=NC(=NC1O)CC1=CC=C(C=C1)Cl)O (5-amino-2-(4-chloro-benzyl)-pyrimidine-4,6-diol), C([O-])([O-])=O.[K+].[K+] (potassium carbonate). Run in CN1C(CCC1)=O (N-methyl-pyrrolidin-2-one). Run at temperature 5 celsius, time 2 hour. Yields the product ClC1=CC=C(CC=2N=C(C3=C(N2)OC(=N3)S)O)C=C1 (5-(4-chloro-benzyl)-2-mercapto-oxazolo[5,4-d]pyrimidin-7-ol). RXN SMILES: [C:1](Cl)(Cl)=[S:2].[NH2:5][C:6]1[C:7]([OH:21])=[N:8][C:9]([CH2:13][C:14]2[CH:19]=[CH:18][C:17]([Cl:20])=[CH:16][CH:15]=2)=[N:10][C:11]=1[OH:12].C(=O)([O-])[O-].[K+].[K+].O>CN1CCCC1=O>[Cl:20][C:17]1[CH:18]=[CH:19][C:14]([CH2:13][C:9]2[N:8]=[C:7]([OH:21])[C:6]3[N:5]=[C:1]([SH:2])[O:12][C:11]=3[N:10]=2)=[CH:15][CH:16]=1 |f:2.3.4|. Reported procedure: 3 ml of thiophosgene were added slowly to a suspension of 9.65 g of 5-amino-2-(4-chloro-benzyl)-pyrimidine-4,6-diol and 5.3 g of potassium carbonate in 75 ml of N-methyl-pyrrolidin-2-one (NMP) while maintaining the temperature below 10° C. The reaction mixture was stirred for 2 h at 0-10° C. Then 300 ml of water were added and the resulting solution was extracted three times with 200 ml of dichloromethane and three times with 200 ml of a mixture of dichloromethane and isopropanol (3:1). The comb...